This data is from the Open Reaction Database (ORD), a public repository of structured organic reaction records. The task is: describe an organic reaction: reactants, conditions, products, and yield Starting materials: BrBr (bromine), 10, Br (HBr), ice, OS(=O)[O-].[Na+] (NaHSO3), ClC=1C=C(C=CC1)C=1C=C2CCC(C2=CC1)=O (5-(3-chlorophenyl)indan-1-one). Solvent: C(C)(=O)O (acetic acid), O (water), O (water), C(C)(=O)O (acetic acid). Conditions: time 3 hour. The product is BrC1C(C2=CC=C(C=C2C1)C1=CC(=CC=C1)Cl)=O (2-Bromo-5-(3-chlorophenyl)indan-1-one), BrC1(C(C2=CC=C(C=C2C1)C1=CC(=CC=C1)Cl)=O)Br (2,2-dibromo-5-(3-chlorophenyl)indan-1-one). RXN SMILES: [Cl:1][C:2]1[CH:3]=[C:4]([C:8]2[CH:9]=[C:10]3[C:14](=[CH:15][CH:16]=2)[C:13](=[O:17])[CH2:12][CH2:11]3)[CH:5]=[CH:6][CH:7]=1.[BrH:18].[Br:19]Br.OS([O-])=O.[Na+]>C(O)(=O)C.O>[Br:18][CH:12]1[CH2:11][C:10]2[C:14](=[CH:15][CH:16]=[C:8]([C:4]3[CH:5]=[CH:6][CH:7]=[C:2]([Cl:1])[CH:3]=3)[CH:9]=2)[C:13]1=[O:17].[Br:18][C:12]1([Br:19])[CH2:11][C:10]2[C:14](=[CH:15][CH:16]=[C:8]([C:4]3[CH:5]=[CH:6][CH:7]=[C:2]([Cl:1])[CH:3]=3)[CH:9]=2)[C:13]1=[O:17] |f:3.4|. Procedure: 2.42 g (10 mmol) of 5-(3-chlorophenyl)indan-1-one are dissolved in 30 ml of glacial acetic acid and, after addition of 10 μof a 48% strength HBr solution in water, treated dropwise while stirring with a solution of 0.77 ml (15 mmol) of bromine in 7 ml of glacial acetic acid. After the reaction mixture has been stirred at room temperature for 3 h, it is poured into a mixture of 100 g of ice with 70 ml of water and 100 mg of NaHSO3 and stirred. The resulting suspension is extracted by shaking with... Starting materials: BrC1=C(C(=O)OC)C=CC(=C1)CBr (methyl 2-bromo-4-(bromomethyl)benzoate), N (ammonia). Run in CO (methanol), CO (methanol). Conditions: time 3 hour. Product: NCC1=CC(=C(C(=O)OC)C=C1)Br (Methyl 4-(aminomethyl)-2-bromo-benzoate). Reaction SMILES: [Br:1][C:2]1[CH:11]=[C:10]([CH2:12]Br)[CH:9]=[CH:8][C:3]=1[C:4]([O:6][CH3:7])=[O:5].[NH3:14]>CO>[NH2:14][CH2:12][C:10]1[CH:9]=[CH:8][C:3]([C:4]([O:6][CH3:7])=[O:5])=[C:2]([Br:1])[CH:11]=1. Procedure: A solution of methyl 2-bromo-4-(bromomethyl)benzoate (4.57 g; 14.84 mmol) in 50 mL of methanol is added dropwise to a well-stirred solution of ammonia in methanol (7M; 315 mL) at ambient temperature, and the solution is then stirred for 3 hours. All the solvents are evaporated off and the residue is purified by chromatography over silica gel using dichloromethane-methanol as eluants to yield the title compound. Reactants: NC1=NC(=C(C(=N1)Cl)C=O)N(CC1=CC=C(C=C1)OC)CC1=CC=C(C=C1)OC (2-Amino-4-chloro-6-di(4-methoxybenzyl)amino-5-pyrimidine carbaldehyde), C[Mg]Br (methyl magnesium bromide). The product is NC1=NC(=C(C(=N1)Cl)C(C)O)N(CC1=CC=C(C=C1)OC)CC1=CC=C(C=C1)OC (2-Amino-4-chloro-6-di-(4-methoxy-benzyl)amino-5-(1-hydroxyethyl)-pyrimidine). As a reaction SMILES: [NH2:1][C:2]1[N:7]=[C:6]([Cl:8])[C:5]([CH:9]=[O:10])=[C:4]([N:11]([CH2:21][C:22]2[CH:27]=[CH:26][C:25]([O:28][CH3:29])=[CH:24][CH:23]=2)[CH2:12][C:13]2[CH:18]=[CH:17][C:16]([O:19][CH3:20])=[CH:15][CH:14]=2)[N:3]=1.[CH3:30][Mg]Br>>[NH2:1][C:2]1[N:7]=[C:6]([Cl:8])[C:5]([CH:9]([OH:10])[CH3:30])=[C:4]([N:11]([CH2:12][C:13]2[CH:14]=[CH:15][C:16]([O:19][CH3:20])=[CH:17][CH:18]=2)[CH2:21][C:22]2[CH:23]=[CH:24][C:25]([O:28][CH3:29])=[CH:26][CH:27]=2)[N:3]=1. Procedure: Procedure as above with 2-Amino-4-chloro-6-di(4-methoxybenzyl)amino-5-pyrimidine carbaldehyde (0.20 g; 0.48 mmol) and 3.0 M methyl magnesium bromide (3 eq; 0.5 ml). Product obtained as a colourless glass (0.159 g; 0.37 mmol; 77%). The reactants are CN(/C=C/C(=O)C1=NN(C=CC1=O)C1=CC=C(C=C1)OC(F)(F)F)C (3-((E)-3-Dimethylamino-acryloyl)-1-(4-trifluoromethoxy-phenyl)-1H-pyridazin-4-one), N1=CC(=CC=C1)NN (pyridine-3-yl-hydrazine). The product is N1=CC(=CC=C1)N1N=CC=C1C1=NN(C=CC1=O)C1=CC=C(C=C1)OC(F)(F)F (3-(2-Pyridin-3-yl-2H-pyrazol-3-yl)-1-(4-trifluoromethoxy-phenyl)-1H-pyridazin-4-one). As a reaction SMILES: CN(C)/[CH:3]=[CH:4]/[C:5]([C:7]1[C:12](=[O:13])[CH:11]=[CH:10][N:9]([C:14]2[CH:19]=[CH:18][C:17]([O:20][C:21]([F:24])([F:23])[F:22])=[CH:16][CH:15]=2)[N:8]=1)=O.[N:26]1[CH:31]=[CH:30][CH:29]=[C:28]([NH:32][NH2:33])[CH:27]=1>>[N:26]1[CH:31]=[CH:30][CH:29]=[C:28]([N:32]2[C:5]([C:7]3[C:12](=[O:13])[CH:11]=[CH:10][N:9]([C:14]4[CH:19]=[CH:18][C:17]([O:20][C:21]([F:22])([F:23])[F:24])=[CH:16][CH:15]=4)[N:8]=3)=[CH:4][CH:3]=[N:33]2)[CH:27]=1. Procedure: The product was obtained starting from 3-((E)-3-Dimethylamino-acryloyl)-1-(4-trifluoromethoxy-phenyl)-1H-pyridazin-4-one (A-8) and pyridine-3-yl-hydrazine according to the method described for example 43. MS: M=400.1 (M+H)+ The reactants are COC(=O)C(OC1CCCCO1)C(Cc1ccccc1)NC(=O)c1cc(C(=O)NC(C)c2ccccc2)cc(N(C)S(C)(=O)=O)c1, CO, [Na+], [OH-]. Product: CC(NC(=O)c1cc(C(=O)NC(Cc2ccccc2)C(OC2CCCCO2)C(=O)O)cc(N(C)S(C)(=O)=O)c1)c1ccccc1. RXN SMILES: [CH3:1][O:2][C:3]([CH:4]([CH:5]([CH2:6][c:7]1[cH:8][cH:9][cH:10][cH:11][cH:12]1)[NH:13][C:14]([c:15]1[cH:16][c:17]([N:32]([S:33](=[O:34])(=[O:35])[CH3:36])[CH3:37])[cH:18][c:19]([C:21](=[O:22])[NH:23][CH:24]([CH3:25])[c:26]2[cH:27][cH:28][cH:29][cH:30][cH:31]2)[cH:20]1)=[O:38])[O:39][CH:40]1[O:41][CH2:42][CH2:43][CH2:44][CH2:45]1)=[O:46].[CH3:49][OH:50].[Na+:48].[OH-:47]>>[O:2]=[C:3]([CH:4]([CH:5]([CH2:6][c:7]1[cH:8][cH:9][cH:10][cH:11][cH:12]1)[NH:13][C:14]([c:15]1[cH:16][c:17]([N:32]([S:33](=[O:34])(=[O:35])[CH3:36])[CH3:37])[cH:18][c:19]([C:21](=[O:22])[NH:23][CH:24]([CH3:25])[c:26]2[cH:27][cH:28][cH:29][cH:30][cH:31]2)[cH:20]1)=[O:38])[O:39][CH:40]1[O:41][CH2:42][CH2:43][CH2:44][CH2:45]1)[OH:46].